This data is from the Open Reaction Database (ORD), a public repository of structured organic reaction records. The task is: describe an organic reaction: reactants, conditions, products, and yield The reactants are FC(COC1=C(C=CC2=CC=CC=C12)C(=O)O)(F)F (1-(2,2,2-trifluoroethoxy)-2-naphthoic acid), S(=O)(Cl)Cl (thionyl chloride). Reagents/catalysts: CN(C=O)C (dimethylformamide). Product: FC(COC1=C(C=CC2=CC=CC=C12)C(=O)Cl)(F)F (1-(2,2,2-Trifluoroethoxy)-2-naphthoyl Chloride). RXN SMILES: [F:1][C:2]([F:19])([F:18])[CH2:3][O:4][C:5]1[C:14]2[C:9](=[CH:10][CH:11]=[CH:12][CH:13]=2)[CH:8]=[CH:7][C:6]=1[C:15](O)=[O:16].S(Cl)([Cl:22])=O>CN(C)C=O>[F:1][C:2]([F:19])([F:18])[CH2:3][O:4][C:5]1[C:14]2[C:9](=[CH:10][CH:11]=[CH:12][CH:13]=2)[CH:8]=[CH:7][C:6]=1[C:15]([Cl:22])=[O:16]. Procedure: A mixture of 10 g. (37 mmoles) of 1-(2,2,2-trifluoroethoxy)-2-naphthoic acid, 21.8 ml. (35.7 g., 300 mmoles) of purified thionyl chloride and 3 drops of dimethylformamide is refluxed for one hour. Excess thionyl chloride is removed in vacuo at water aspirator pressure while heating on a steam bath. Last traces of thionyl chloride are removed by vacuum distillation with added benzene. The product is 1-(2,2,2-trifluoroethoxy)-2-naphthoyl chloride according to infrared spectral measurement.